From a dataset of the Open Reaction Database (ORD), a public repository of structured organic reaction records. describe an organic reaction: reactants, conditions, products, and yield Reactants: C(C1=CC=CC=C1)OC1=CC=C(C=C1)C1=NN(C2=NC=NC(=C21)N)[C@@H]2CC[C@H](CC2)N2CCN(CC2)C (trans-3-[4-(benzyloxy)phenyl]-1-[4-(4-methylpiperazino)cyclohexyl]-1H-pyrazolo[3,4-d]pyrimidin-4-amine), C(=O)[O-].[NH4+] (ammonium formate), C(=O)[O-].[NH4+] (Ammonium formate). Reagents/catalysts: [Pd] (palladium), [Pd] (Palladium). Solvent: C(C)O (ethanol). Reaction conditions: temperature 80 celsius, time 3 hour. The product is NC1=C2C(=NC=N1)N(N=C2C2=CC=C(C=C2)O)[C@@H]2CC[C@H](CC2)N2CCN(CC2)C (trans-4-{4-amino-1-[4-(4-methylpiperazino)cyclohexyl]-1H-pyrazolo[3,4-d]pyrimidin-3-yl}phenol). Yield: 74.4%. RXN SMILES: C([O:8][C:9]1[CH:14]=[CH:13][C:12]([C:15]2[C:23]3[C:18](=[N:19][CH:20]=[N:21][C:22]=3[NH2:24])[N:17]([C@H:25]3[CH2:30][CH2:29][C@H:28]([N:31]4[CH2:36][CH2:35][N:34]([CH3:37])[CH2:33][CH2:32]4)[CH2:27][CH2:26]3)[N:16]=2)=[CH:11][CH:10]=1)C1C=CC=CC=1.C([O-])=O.[NH4+]>C(O)C.[Pd]>[NH2:24][C:22]1[N:21]=[CH:20][N:19]=[C:18]2[N:17]([C@H:25]3[CH2:30][CH2:29][C@H:28]([N:31]4[CH2:32][CH2:33][N:34]([CH3:37])[CH2:35][CH2:36]4)[CH2:27][CH2:26]3)[N:16]=[C:15]([C:12]3[CH:13]=[CH:14][C:9]([OH:8])=[CH:10][CH:11]=3)[C:23]=12 |f:1.2|. Procedure details: A solution of trans-3-[4-(benzyloxy)phenyl]-1-[4-(4-methylpiperazino)cyclohexyl]-1H-pyrazolo[3,4-d]pyrimidin-4-amine (0.806 g, 1.62 mmol) in absolute ethanol (40 mL) was treated with palladium 10 wt. % on activated carbon (0.161 g, 0.324 mmol) and ammonium formate (0.511 g, 8.1 mmol). The reaction mixture was stirred at 80° C. for 3 h, very little product was seen by thin layer chromatography. Palladium 10 wt. % on activated carbon (0.161 g, 0.324 mmol) was added and stirred for an additional ho... Reactants: FC1=C(C=C(C(=O)O)C=C1)C(F)(F)F (4-fluoro-3-(trifluoromethyl)benzoic acid), FC=1C=C(C(=O)O)C=CC1OCCOC (3-fluoro-4-(2-methoxyethoxy)benzoic acid), FC=1C=C(C(=O)O)C=CC1F (3,4-difluorobenzoic acid). The product is C(CC)OC1=C(C=C(C(=O)O)C=C1)C(F)(F)F (4-Propoxy-3-(trifluoromethyl)benzoic acid). RXN SMILES: F[C:2]1[CH:10]=[CH:9][C:5]([C:6]([OH:8])=[O:7])=[CH:4][C:3]=1[C:11]([F:14])([F:13])[F:12].FC1[CH:17]=[C:18](C=CC=1OCCOC)[C:19](O)=[O:20].FC1C=C(C=CC=1F)C(O)=O>>[CH2:19]([O:20][C:2]1[CH:10]=[CH:9][C:5]([C:6]([OH:8])=[O:7])=[CH:4][C:3]=1[C:11]([F:14])([F:13])[F:12])[CH2:18][CH3:17]. Procedure: 3-Methoxypropan-1-ol (217 mg, 2.40 mmol), 4-fluoro-3-(trifluoromethyl)benzoic acid (500 mg, 2.40 mmol), and NaH (240 mg, 6.0 mmol) were combined in THF (10 mL) and DMF (1 mL) at 0° C. under an atmosphere of nitrogen. The reaction mixture was stirred for 16 h at room temperature. The reaction mixture was partitioned between ethyl acetate and a 1M aqueous solution of hydrochloric acid. The layers were separated and then the organic layer was washed with a saturated aqueous solution of sodium chlor... Yields the product CNCc1ccccc1-c1cccc2nc(Nc3c(C)cc(Cl)cc3OC)n(C)c12. Reactants: [BH4-], CO, CN, CCO, COc1cc(Cl)cc(C)c1Nc1nc2cccc(-c3ccccc3C=O)c2n1C, [Na+], O. Reaction SMILES: [BH4-:34].[CH3:30][OH:31].[CH3:32][NH2:33].[CH3:37][CH2:38][OH:39].[Cl:1][c:2]1[cH:3][c:4]([O:28][CH3:29])[c:5]([NH:9][c:10]2[n:11][c:12]3[c:13]([n:14]2[CH3:15])[c:16](-[c:20]2[c:21]([CH:22]=[O:23])[cH:24][cH:25][cH:26][cH:27]2)[cH:17][cH:18][cH:19]3)[c:6]([CH3:8])[cH:7]1.[Na+:35].[OH2:36]>>[Cl:1][c:2]1[cH:3][c:4]([O:28][CH3:29])[c:5]([NH:9][c:10]2[n:11][c:12]3[c:13]([n:14]2[CH3:15])[c:16](-[c:20]2[c:21]([CH2:22][NH:33][CH3:32])[cH:24][cH:25][cH:26][cH:27]2)[cH:17][cH:18][cH:19]3)[c:6]([CH3:8])[cH:7]1. Starting materials: FC=1C=CC(=C(C1)C(C)=O)O (5′-Fluoro-2′-hydroxyacetophenone), ICC (iodoethane), C(=O)([O-])[O-].[K+].[K+] (K2CO3). Solvent: CC(=O)C (acetone). Product: C(C)OC1=C(C=C(C=C1)F)C(C)=O (2′-ethoxy-5′-fluoroacetophenone). As a reaction SMILES: [F:1][C:2]1[CH:3]=[CH:4][C:5]([OH:11])=[C:6]([C:8](=[O:10])[CH3:9])[CH:7]=1.I[CH2:13][CH3:14].C([O-])([O-])=O.[K+].[K+]>CC(C)=O>[CH2:13]([O:11][C:5]1[CH:4]=[CH:3][C:2]([F:1])=[CH:7][C:6]=1[C:8](=[O:10])[CH3:9])[CH3:14] |f:2.3.4|. Procedure: 5′-Fluoro-2′-hydroxyacetophenone (9.38 g, 61 mmole), iodoethane (7.3 ml, 91 mmole) and K2CO3 (12.6 g, 91 mmole) in acetone (100 ml) was stirred at 60° C. overnight. The mixture was filtered, evaporated, dissolved in hexane/ethyl acetate, washed with 2M NaOH (2×20 ml) and water, dried (MgSO4) and evaporated to give 2′-ethoxy-5′-fluoroacetophenone. A solution of mCPBA )19.3 g, 112 mmole) in CH2Cl2 (500 ml) was dried with MgSO4. 2′-Ethoxy-5′-fluoro-acetophenone (10.2 g, 56 mmole) was added and the ...